From a dataset of the Open Reaction Database (ORD), a public repository of structured organic reaction records. describe an organic reaction: reactants, conditions, products, and yield The product is [Na+].S(=S)(=O)([O-])O.ClC1=C(C=CC=C1)C(C1=C(C=CC(=C1)Cl)N1C(=NN=C1CS)CNC(=O)OCC1=CC=CC=C1)=O (2',5-dichloro-2-(3-carbobenzoxyaminomethyl-5-mercaptomethyl-1,2,4-triazol-4-yl)benzophenone thiosulfate monosodium salt). Reactants: resultant mixture, ClC1=C(C=CC=C1)C(C1=C(C=CC(=C1)Cl)N1C(=NN=C1CNC(=O)OCC1=CC=CC=C1)CCl)=O (2',5-dichloro-2-(5-carbobenzoxyaminomethyl-3-chloromethyl-1,2,4-triazol-4-yl)benzophenone), S(=S)(=O)([O-])[O-].[Na+].[Na+] (sodium thiosulfate). The solvent is C(C)O (ethanol), O (water). RXN SMILES: [Cl:1][C:2]1[CH:7]=[CH:6][CH:5]=[CH:4][C:3]=1[C:8](=[O:35])[C:9]1[CH:14]=[C:13]([Cl:15])[CH:12]=[CH:11][C:10]=1[N:16]1[C:20]([CH2:21][NH:22][C:23]([O:25][CH2:26][C:27]2[CH:32]=[CH:31][CH:30]=[CH:29][CH:28]=2)=[O:24])=[N:19][N:18]=[C:17]1[CH2:33]Cl.[S:36]([O-:40])([O-:39])(=[O:38])=[S:37].[Na+:41].[Na+]>C(O)C.O>[Na+:41].[S:36]([OH:40])([O-:39])(=[O:38])=[S:37].[Cl:1][C:2]1[CH:7]=[CH:6][CH:5]=[CH:4][C:3]=1[C:8](=[O:35])[C:9]1[CH:14]=[C:13]([Cl:15])[CH:12]=[CH:11][C:10]=1[N:16]1[C:17]([CH2:33][SH:36])=[N:18][N:19]=[C:20]1[CH2:21][NH:22][C:23]([O:25][CH2:26][C:27]1[CH:32]=[CH:31][CH:30]=[CH:29][CH:28]=1)=[O:24] |f:1.2.3,6.7.8|. Procedure details: To a solution of 2',5-dichloro-2-(5-carbobenzoxyaminomethyl-3-chloromethyl-1,2,4-triazol-4-yl)benzophenone (12.8 g) in ethanol (600 ml) is added a solution of sodium thiosulfate (7.2 g) in water (200 ml), and the resultant mixture is refluxed for 1.5 hours. The reaction mixture is evaporated under reduced pressure to remove the solvent, whereby 2',5-dichloro-2-(3-carbobenzoxyaminomethyl-5-mercaptomethyl-1,2,4-triazol-4-yl)benzophenone thiosulfate monosodium salt is obtained. This substance is di... The reactants are C(O)(O)=O.C1(=CC=CC=C1)NC(=N)N (phenylguanidine carbonate), CN(C=CC(=O)C1=CC=2C3=C(C(NC2C=C1)=O)NC=C3)C.C(C)C(=O)[O-] (8-(3-dimethylamino-acryloyl)-4-oxo-4,5-dihydro-3H-pyrrolo[2,3-c]quinoline 1-ethyl carboxylate). Run in CC(=O)N(C)C (dimethylacetamide). Conditions: temperature 130 celsius, time 2 day. Yields the product O=C1NC=2C=CC(=CC2C2=C1NC=C2)C2=NC(=NC=C2)NC2=CC=CC=C2.C(C)C(=O)[O-] (4-oxo-8-(2-phenylamino-pyrimidin-4-yl)-4,5-dihydro-3H-pyrrolo[2,3-c]quinoline 1-ethyl carboxylate). The yield is 44.1%. RXN SMILES: C(=O)(O)O.[C:5]1([NH:11][C:12]([NH2:14])=[NH:13])[CH:10]=[CH:9][CH:8]=[CH:7][CH:6]=1.CN(C)[CH:17]=[CH:18][C:19]([C:21]1[CH:30]=[CH:29][C:28]2[NH:27][C:26](=[O:31])[C:25]3[NH:32][CH:33]=[CH:34][C:24]=3[C:23]=2[CH:22]=1)=O.[CH2:36]([C:38]([O-:40])=[O:39])[CH3:37]>CC(N(C)C)=O>[O:31]=[C:26]1[C:25]2[NH:32][CH:33]=[CH:34][C:24]=2[C:23]2[CH:22]=[C:21]([C:19]3[CH:18]=[CH:17][N:14]=[C:12]([NH:11][C:5]4[CH:10]=[CH:9][CH:8]=[CH:7][CH:6]=4)[N:13]=3)[CH:30]=[CH:29][C:28]=2[NH:27]1.[CH2:36]([C:38]([O-:40])=[O:39])[CH3:37] |f:0.1,2.3,5.6|. Procedure details: 51 mg (0.38 mmol) of phenylguanidine carbonate is added to a suspension of 88 mg (0.25 mmol) of 8-(3-dimethylamino-acryloyl)-4-oxo-4,5-dihydro-3H-pyrrolo[2,3-c]quinoline-1-ethyl carboxylate in 2 mL of anhydrous dimethylacetamide. The mixture is stirred at 130° C. for 2 days then the solvent is evaporated. The residue is triturated with acetonitrile to give a solid which is collected by filtration then washed with acetonitrile then diisopropyl ether. After drying, 47 mg (44%) of 4-oxo-8-(2-phenyl... Starting materials: Nc1c(Cl)cc(Br)cc1C(F)(F)F, CC(C)(C)CC(=O)Cl, CC#N, O. Product: CC(C)(C)CC(=O)Nc1c(Cl)cc(Br)cc1C(F)(F)F. RXN SMILES: [Br:9][c:10]1[cH:11][c:12]([Cl:21])[c:13]([NH2:14])[c:15]([C:17]([F:18])([F:19])[F:20])[cH:16]1.[CH3:1][C:2]([CH2:3][C:4](=[O:5])[Cl:6])([CH3:7])[CH3:8].[CH3:23][C:24]#[N:25].[OH2:22]>>[CH3:1][C:2]([CH2:3][C:4](=[O:5])[NH:14][c:13]1[c:12]([Cl:21])[cH:11][c:10]([Br:9])[cH:16][c:15]1[C:17]([F:18])([F:19])[F:20])([CH3:7])[CH3:8].